The task is: describe an organic reaction: reactants, conditions, products, and yield. This data is from the Open Reaction Database (ORD), a public repository of structured organic reaction records. Starting materials: O=C(Cl)OCCCl, Cl, CN(C(=O)N(C)C1CN(C(=O)C2CCC(N)CC2)CC1c1ccc(F)cc1)c1cc(C(F)(F)F)cc(C(F)(F)F)c1. The product is CN(C(=O)N(C)C1CN(C(=O)C2CCC(NC(=O)OCCCl)CC2)CC1c1ccc(F)cc1)c1cc(C(F)(F)F)cc(C(F)(F)F)c1. RXN SMILES: [C:43]([O:44][CH2:45][CH2:46][Cl:47])(=[O:48])[Cl:49].[ClH:1].[NH2:2][CH:3]1[CH2:4][CH2:5][CH:6]([C:9](=[O:10])[N:11]2[CH2:12][CH:13]([N:23]([C:24](=[O:25])[N:26]([CH3:27])[c:28]3[cH:29][c:30]([C:38]([F:39])([F:40])[F:41])[cH:31][c:32]([C:34]([F:35])([F:36])[F:37])[cH:33]3)[CH3:42])[CH:14]([c:16]3[cH:17][cH:18][c:19]([F:22])[cH:20][cH:21]3)[CH2:15]2)[CH2:7][CH2:8]1>>[NH:2]([CH:3]1[CH2:4][CH2:5][CH:6]([C:9](=[O:10])[N:11]2[CH2:12][CH:13]([N:23]([C:24](=[O:25])[N:26]([CH3:27])[c:28]3[cH:29][c:30]([C:38]([F:39])([F:40])[F:41])[cH:31][c:32]([C:34]([F:35])([F:36])[F:37])[cH:33]3)[CH3:42])[CH:14]([c:16]3[cH:17][cH:18][c:19]([F:22])[cH:20][cH:21]3)[CH2:15]2)[CH2:7][CH2:8]1)[C:43]([O:44][CH2:45][CH2:46][Cl:47])=[O:48]. The reactants are COC(=O)CN1C(=O)CCC1CO[Si](C)(C)C(C)(C)C, CO, N. Yields the product CC(C)(C)[Si](C)(C)OCC1CCC(=O)N1CC(N)=O. RXN SMILES: [C:1]([CH3:2])([CH3:3])([CH3:4])[Si:5]([O:6][CH2:7][CH:8]1[N:9]([CH2:14][C:15](=[O:16])[O:17][CH3:18])[C:10](=[O:13])[CH2:11][CH2:12]1)([CH3:19])[CH3:20].[CH3:22][OH:23].[NH3:21]>>[C:1]([CH3:2])([CH3:3])([CH3:4])[Si:5]([O:6][CH2:7][CH:8]1[N:9]([CH2:14][C:15](=[O:16])[NH2:21])[C:10](=[O:13])[CH2:11][CH2:12]1)([CH3:19])[CH3:20]. Starting materials: CC1=C(N=CN1)\C=C/1\C(C2=C(SC3=C2C=CC=C3)CC1)=O ((E)-3,4-dihydro-2-[(5-methyl-1H-imidazol-4-yl) methylene]-1(2H)-dibenzothiophenone), Cl (hydrochloric acid), C(C)O (ethanol), Cl (hydrogen chloride). Reagents/catalysts: [Pd] (palladium on charcoal). Run in ClCCl (dichloromethane), CO (methanol). Product: Cl.CC1=C(N=CN1)CC1C(C2=C(SC3=C2C=CC=C3)CC1)=O (3,4-Dihydro-2-[(5-methyl-1H-imidazol-4-yl)methyl]-1(2H)-dibenzothiophenone hydrochloride). As a reaction SMILES: [CH3:1][C:2]1[NH:6][CH:5]=[N:4][C:3]=1/[CH:7]=[C:8]1/[C:9](=[O:21])[C:10]2[C:14]3[CH:15]=[CH:16][CH:17]=[CH:18][C:13]=3[S:12][C:11]=2[CH2:19][CH2:20]/1.[ClH:22].C(O)C>[Pd].ClCCl.CO>[ClH:22].[CH3:1][C:2]1[NH:6][CH:5]=[N:4][C:3]=1[CH2:7][CH:8]1[CH2:20][CH2:19][C:11]2[S:12][C:13]3[CH:18]=[CH:17][CH:16]=[CH:15][C:14]=3[C:10]=2[C:9]1=[O:21] |f:6.7|. Procedure details: A mixture of (E)-3,4-dihydro-2-[(5-methyl-1H-imidazol-4-yl) methylene]-1(2H)-dibenzothiophenone (599 mg), 2N hydrochloric acid (2 ml) and ethanol (50 ml) was hydrogenated at atmospheric pressure and room temperature using a 10% palladium on charcoal catalyst (60 mg) for 20 h. The suspension was warmed on a steam bath for 10 min and then filtered. The filtrate was evaporated to give an oil which was purified by FCC eluting with System A (100:10:1) to give a solid. A solution of this solid in a mi... The reactants are O=C(C=CCCOC1CCCCO1)N1CCc2c(sc3ncnc(Nc4ccc(OCc5ccccn5)c(Cl)c4)c23)C1, Cc1ccc(S(=O)(=O)[O-])cc1, c1cc[nH+]cc1. The product is O=C(C=CCCO)N1CCc2c(sc3ncnc(Nc4ccc(OCc5ccccn5)c(Cl)c4)c23)C1. RXN SMILES: [Cl:1][c:2]1[cH:3][c:4]([NH:16][c:17]2[n:18][cH:19][n:20][c:21]3[s:22][c:23]4[c:28]([c:29]23)[CH2:27][CH2:26][N:25]([C:30]([CH:31]=[CH:32][CH2:33][CH2:34][O:35][CH:36]2[CH2:37][CH2:38][CH2:39][CH2:40][O:41]2)=[O:42])[CH2:24]4)[cH:5][cH:6][c:7]1[O:8][CH2:9][c:10]1[n:11][cH:12][cH:13][cH:14][cH:15]1.[c:43]1([CH3:44])[cH:45][cH:46][c:47]([S:48]([O-:49])(=[O:50])=[O:51])[cH:52][cH:53]1.[nH+:54]1[cH:55][cH:56][cH:57][cH:58][cH:59]1>>[Cl:1][c:2]1[cH:3][c:4]([NH:16][c:17]2[n:18][cH:19][n:20][c:21]3[s:22][c:23]4[c:28]([c:29]23)[CH2:27][CH2:26][N:25]([C:30]([CH:31]=[CH:32][CH2:33][CH2:34][OH:35])=[O:42])[CH2:24]4)[cH:5][cH:6][c:7]1[O:8][CH2:9][c:10]1[n:11][cH:12][cH:13][cH:14][cH:15]1.